Dataset: the Open Reaction Database (ORD), a public repository of structured organic reaction records. Task: describe an organic reaction: reactants, conditions, products, and yield The reactants are CCO, O=C(NCCc1cccc(Cl)c1)c1coc(CN2C(=O)c3ccccc3C2=O)n1, NN, O. Yields the product NCc1nc(C(=O)NCCc2cccc(Cl)c2)co1. Reaction SMILES: [CH3:33][CH2:34][OH:35].[Cl:1][c:2]1[cH:3][c:4]([CH2:8][CH2:9][NH:10][C:11](=[O:12])[c:13]2[n:14][c:15]([CH2:18][N:19]3[C:20](=[O:21])[c:22]4[c:23]([cH:24][cH:25][cH:26][cH:27]4)[C:28]3=[O:29])[o:16][cH:17]2)[cH:5][cH:6][cH:7]1.[NH2:31][NH2:32].[OH2:30]>>[Cl:1][c:2]1[cH:3][c:4]([CH2:8][CH2:9][NH:10][C:11](=[O:12])[c:13]2[n:14][c:15]([CH2:18][NH2:19])[o:16][cH:17]2)[cH:5][cH:6][cH:7]1. Starting materials: FC(S(=O)(=O)NCCCCN1CC2=CN=C3C=CC=C(C1)N32)(F)F (4,5-dihydro-4-[4-(trifluoromethanesulfonamido)butan-1-yl]-3H-1,4,8b-triazaacenaphthylene), Cl (HCl). The solvent is C(C)O (ethanol). The product is Cl.Cl.FC(S(=O)(=O)NCCCCN1CC2=CN=C3C=CC=C(C1)N32)(F)F (4,5-dihydro-4-[4-(trifluoro-methanesulfonamido)butan-1-yl]-3H-1,4,8b-triazaacenaphthylene-dihydrochloride). The yield is 100.0%. RXN SMILES: [F:1][C:2]([F:24])([F:23])[S:3]([NH:6][CH2:7][CH2:8][CH2:9][CH2:10][N:11]1[CH2:21][C:20]2[N:22]3[C:13](=[CH:14][N:15]=[C:16]3[CH:17]=[CH:18][CH:19]=2)[CH2:12]1)(=[O:5])=[O:4].[ClH:25]>C(O)C>[ClH:25].[ClH:25].[F:23][C:2]([F:1])([F:24])[S:3]([NH:6][CH2:7][CH2:8][CH2:9][CH2:10][N:11]1[CH2:21][C:20]2[N:22]3[C:13](=[CH:14][N:15]=[C:16]3[CH:17]=[CH:18][CH:19]=2)[CH2:12]1)(=[O:4])=[O:5] |f:3.4.5|. Procedure: To a solution of 3.21 g (8.87 mmol) of 4,5-dihydro-4-[4-(trifluoromethanesulfonamido)butan-1-yl]-3H-1,4,8b-triazaacenaphthylene in 10 ml of ethanol was added 2.0 ml of 12N HCl. The mixture was sufficiently blended. The solvent was distilled off under reduced pressure to leave 3.86 g of the desired compound (100%, colorless amorphous).